Dataset: the Open Reaction Database (ORD), a public repository of structured organic reaction records. Task: describe an organic reaction: reactants, conditions, products, and yield The reactants are Brc1ccoc1, C1CCOC1, CCCCCC, CCOCC, [Li]CCCC, Cc1ccc2c(OS(=O)(=O)C(F)(F)F)cc(=O)oc2c1, O, c1ccc(P(c2ccccc2)(c2ccccc2)[Pd](P(c2ccccc2)(c2ccccc2)c2ccccc2)(P(c2ccccc2)(c2ccccc2)c2ccccc2)P(c2ccccc2)(c2ccccc2)c2ccccc2)cc1. Product: Cc1ccc2c(-c3ccoc3)cc(=O)oc2c1. Reaction SMILES: [Br:1][c:2]1[cH:3][o:4][cH:5][cH:6]1.[CH2:43]1[O:44][CH2:45][CH2:46][CH2:47]1.[CH3:12][CH2:13][CH2:14][CH2:15][CH2:16][CH3:17].[CH3:38][CH2:39][O:40][CH2:41][CH3:42].[CH3:7][CH2:8][CH2:9][CH2:10][Li:11].[F:18][C:19]([F:20])([F:21])[S:22]([O:23][c:24]1[cH:25][c:26](=[O:35])[o:27][c:28]2[cH:29][c:30]([CH3:34])[cH:31][cH:32][c:33]12)(=[O:36])=[O:37].[OH2:48].[cH:49]1[cH:50][cH:51][c:52]([P:53]([Pd:54]([P:55]([c:56]2[cH:57][cH:58][cH:59][cH:60][cH:61]2)([c:62]2[cH:63][cH:64][cH:65][cH:66][cH:67]2)[c:68]2[cH:69][cH:70][cH:71][cH:72][cH:73]2)([P:74]([c:75]2[cH:76][cH:77][cH:78][cH:79][cH:80]2)([c:81]2[cH:82][cH:83][cH:84][cH:85][cH:86]2)[c:87]2[cH:88][cH:89][cH:90][cH:91][cH:92]2)[P:93]([c:94]2[cH:95][cH:96][cH:97][cH:98][cH:99]2)([c:100]2[cH:101][cH:102][cH:103][cH:104][cH:105]2)[c:106]2[cH:107][cH:108][cH:109][cH:110][cH:111]2)([c:112]2[cH:113][cH:114][cH:115][cH:116][cH:117]2)[c:118]2[cH:119][cH:120][cH:121][cH:122][cH:123]2)[cH:124][cH:125]1>>[c:2]1(-[c:24]2[cH:25][c:26](=[O:35])[o:27][c:28]3[cH:29][c:30]([CH3:34])[cH:31][cH:32][c:33]23)[cH:3][o:4][cH:5][cH:6]1. Starting materials: CCO, CCCCCCCCCCCCCCOc1ccc(CC(=O)OC)cc1, [K+], [OH-], O. Yields the product CCCCCCCCCCCCCCOc1ccc(CC(=O)O)cc1. As a reaction SMILES: [CH2:30]([OH:31])[CH3:32].[CH3:1][O:2][C:3]([CH2:4][c:5]1[cH:6][cH:7][c:8]([O:11][CH2:12][CH2:13][CH2:14][CH2:15][CH2:16][CH2:17][CH2:18][CH2:19][CH2:20][CH2:21][CH2:22][CH2:23][CH2:24][CH3:25])[cH:9][cH:10]1)=[O:26].[K+:28].[OH-:27].[OH2:29]>>[O:2]=[C:3]([CH2:4][c:5]1[cH:6][cH:7][c:8]([O:11][CH2:12][CH2:13][CH2:14][CH2:15][CH2:16][CH2:17][CH2:18][CH2:19][CH2:20][CH2:21][CH2:22][CH2:23][CH2:24][CH3:25])[cH:9][cH:10]1)[OH:26]. The reactants are ClC=1C=C(C=CC1)C1(CCC1)CN ((1-(3-Chlorophenyl)cyclobutyl)methylamine), C1=NC2=C(C(=N1)Cl)N=CN2[C@H]3[C@@H]([C@@H]([C@H](O3)CO)O)O (6-chloropurine riboside). Reaction SMILES: [Cl:1][C:2]1[CH:3]=[C:4]([C:8]2([CH2:12][NH2:13])[CH2:11][CH2:10][CH2:9]2)[CH:5]=[CH:6][CH:7]=1.[CH:14]1[N:19]=[C:18](Cl)[C:17]2[N:21]=[CH:22][N:23]([C@@H:24]3[O:28][C@H:27]([CH2:29][OH:30])[C@@H:26]([OH:31])[C@H:25]3[OH:32])[C:16]=2[N:15]=1>>[Cl:1][C:2]1[CH:3]=[C:4]([C:8]2([CH2:12][NH:13][C:18]3[C:17]4[N:21]=[CH:22][N:23]([C:16]=4[N:15]=[CH:14][N:19]=3)[C@@H:24]3[O:28][C@H:27]([CH2:29][OH:30])[C@@H:26]([OH:31])[C@H:25]3[OH:32])[CH2:11][CH2:10][CH2:9]2)[CH:5]=[CH:6][CH:7]=1. Product: ClC=1C=C(C=CC1)C1(CCC1)CNC=1C=2N=CN([C@H]3[C@H](O)[C@H](O)[C@@H](CO)O3)C2N=CN1 (N6-((1-(3-chlorophenyl)cyclobutyl)methyl)adenosine). Procedure: The above amine (1.96 g, 10 mmol) is reacted with 6-chloropurine riboside (2.87 g, 10 mmol) and purified as described in Examples 1 and 7 above. N6-((1-(3-chlorophenyl)cyclobutyl)methyl)adenosine (3.66 g, 82%) as a pale yellow solid foam is obtained m.p. 92°-8° C. Found: C, 56.11; H, 5.33; N, 15.44; Cl, 8.99%. C21H24ClN5O4 calculated requires: C, 56.57; H, 5.39; N, 15.71; Cl, 7.97%. Isolated yield 82.1%. The reactants are CC=1C(=NC=CC1)CN (3-methyl-2-aminomethylpyridine), CC=1C(=NC=CC1)C=O (3-methyl-2-pyridinecarboxaldehyde), [BH-](OC(=O)C)(OC(=O)C)OC(=O)C.[Na+] (NaBH(OAc)3). Run in C(Cl)Cl (CH2Cl2). The product is CC=1C(=NC=CC1)CNCC1=NC=CC=C1C (bis-(3-methyl-pyridin-2-ylmethyl)-amine). As a reaction SMILES: [CH3:1][C:2]1[C:3]([CH2:8][NH2:9])=[N:4][CH:5]=[CH:6][CH:7]=1.[CH3:10][C:11]1[C:12]([CH:17]=O)=[N:13][CH:14]=[CH:15][CH:16]=1.[BH-](OC(C)=O)(OC(C)=O)OC(C)=O.[Na+]>C(Cl)Cl>[CH3:1][C:2]1[C:3]([CH2:8][NH:9][CH2:17][C:12]2[C:11]([CH3:10])=[CH:16][CH:15]=[CH:14][N:13]=2)=[N:4][CH:5]=[CH:6][CH:7]=1 |f:2.3|. Reported procedure: Using General Procedure B: Reaction of 3-methyl-2-aminomethylpyridine and 3-methyl-2-pyridinecarboxaldehyde in CH2Cl2 with NaBH(OAc)3 gave bis-(3-methyl-pyridin-2-ylmethyl)-amine as a yellow oil. 1H NMR (CDCl3) δ 2.33 s, 6H), 4.06 (s, 4H), 7.08 (dd, 2H, J=9, 6 Hz), 7.42 (dd, 2H, J=9, 3 Hz), 8.41 (d, 2H, J=3 Hz).